Dataset: the Open Reaction Database (ORD), a public repository of structured organic reaction records. Task: describe an organic reaction: reactants, conditions, products, and yield The reactants are C1(=CC=C(C=C1)S(=O)(=O)Cl)C (p-toluenesulfonyl chloride), [OH-].[Na+] (NaOH), COCCOCCOCCO (triethylene glycol monomethyl ether), C(Cl)Cl (DCM). The solvent is C1CCOC1 (THF), O (H2O), C1CCOC1 (THF), O (water). Yields the product CC1=CC=C(C=C1)S(=O)(=O)OCCOCCOCCOC (2-(2-(2-Methoxyethoxy)ethoxy)ethyl 4-methylbenzenesulfonate). Isolated yield 83.0%. Reaction SMILES: [OH-].[Na+].[CH3:3][O:4][CH2:5][CH2:6][O:7][CH2:8][CH2:9][O:10][CH2:11][CH2:12][OH:13].[C:14]1([CH3:24])[CH:19]=[CH:18][C:17]([S:20](Cl)(=[O:22])=[O:21])=[CH:16][CH:15]=1.C(Cl)Cl>O.C1COCC1>[CH3:24][C:14]1[CH:19]=[CH:18][C:17]([S:20]([O:13][CH2:12][CH2:11][O:10][CH2:9][CH2:8][O:7][CH2:6][CH2:5][O:4][CH3:3])(=[O:22])=[O:21])=[CH:16][CH:15]=1 |f:0.1|. Procedure: To a solution of NaOH (1.69 g, 42.2 mmol) in H2O (11 mL) was added a solution of triethylene glycol monomethyl ether (5.00 mL, 31.9 mmol) in THF (11 mL) under nitrogen, while the temperature was maintained below 5° C. by cooling with an ice-salt bath. At the same temperature, a solution of p-toluenesulfonyl chloride (6.08 g, 31.9 mmol) in THF (13 mL) was added dropwise over 1 h. The reaction mixture was poured into water and DCM was added. The layers were separated, and the aqueous layer was ext... Starting materials: ClCCl, CC(Cl)C(=O)Cl, Cl[Al](Cl)Cl, Fc1ccccc1. Yields the product CC(Cl)C(=O)c1ccc(F)cc1. RXN SMILES: [Cl:18][CH2:19][Cl:20].[Cl:1][CH:2]([C:3](=[O:4])[Cl:5])[CH3:6].[Cl:7][Al:8]([Cl:9])[Cl:10].[F:11][c:12]1[cH:13][cH:14][cH:15][cH:16][cH:17]1>>[Cl:1][CH:2]([C:3](=[O:4])[c:15]1[cH:14][cH:13][c:12]([F:11])[cH:17][cH:16]1)[CH3:6]. Reactants: BrCCCCCCCCC1=CC=C(C(=O)NCC=2C(=C3C(=NC2CC)N(N=C3)CC)NC3CCOCC3)C=C1 (4-(8-bromooctyl)-N-{[1,6-diethyl-4-(tetrahydro-2H-pyran-4-ylamino)-1H-pyrazolo[3,4-b]pyridin-5-yl]methyl}benzamide), BrCCCCCCCCC1=CC=C(C(=O)NCC=2C(=C3C(=NC2CC)N(N=C3)CC)NC3CCOCC3)C=C1 (4-(8-bromooctyl)-N-{[1,6-diethyl-4-(tetrahydro-2H-pyran-4-ylamino)-1H-pyrazolo[3,4-b]pyridin-5-yl]methyl}benzamide), CNCCO (2-(methylamino)ethanol), C(C)(C)N(C(C)C)CC (N,N-diisopropylethylamine). The solvent is CN(C=O)C (N,N-dimethylformamide). Conditions: temperature 60 celsius. Product: C(C)N1N=CC=2C1=NC(=C(C2NC2CCOCC2)CNC(C2=CC=C(C=C2)CCCCCCCCN(C)CCO)=O)CC (N-{[1,6-diethyl-4-(tetrahydro-2H-pyran-4-ylamino)-1H-pyrazolo[3,4-b]pyridin-5-yl]methyl}-4-{8-[(2-hydroxyethyl)(methyl)amino]octyl}benzamide). Reaction SMILES: Br[CH2:2][CH2:3][CH2:4][CH2:5][CH2:6][CH2:7][CH2:8][CH2:9][C:10]1[CH:39]=[CH:38][C:13]([C:14]([NH:16][CH2:17][C:18]2[C:19]([NH:31][CH:32]3[CH2:37][CH2:36][O:35][CH2:34][CH2:33]3)=[C:20]3[CH:28]=[N:27][N:26]([CH2:29][CH3:30])[C:21]3=[N:22][C:23]=2[CH2:24][CH3:25])=[O:15])=[CH:12][CH:11]=1.[CH3:40][NH:41][CH2:42][CH2:43][OH:44].C(N(CC)C(C)C)(C)C>CN(C)C=O>[CH2:29]([N:26]1[C:21]2=[N:22][C:23]([CH2:24][CH3:25])=[C:18]([CH2:17][NH:16][C:14](=[O:15])[C:13]3[CH:38]=[CH:39][C:10]([CH2:9][CH2:8][CH2:7][CH2:6][CH2:5][CH2:4][CH2:3][CH2:2][N:41]([CH2:42][CH2:43][OH:44])[CH3:40])=[CH:11][CH:12]=3)[C:19]([NH:31][CH:32]3[CH2:37][CH2:36][O:35][CH2:34][CH2:33]3)=[C:20]2[CH:28]=[N:27]1)[CH3:30]. Procedure: A solution of 4-(8-bromooctyl)-N-{[1,6-diethyl-4-(tetrahydro-2H-pyran-4-ylamino)-1H-pyrazolo[3,4-b]pyridin-5-yl]methyl}benzamide (36.3 mg, 0.06 mmol, e.g. which can be as prepared in Intermediate 41) in N,N-dimethylformamide (6 ml) was treated with 2-(methylamino)ethanol (0.0195 ml, 0.24 mmol, commercially available e.g. from Aldrich) and N,N-diisopropylethylamine (0.042 ml, 0.24 mmol) and heated at 60° C. for 16 hours. The solvent was evaporated and the residue purified by mass directed prepara... The reactants are C([O-])([O-])=O.[K+].[K+] (potassium carbonate), Cl.ClCCNCCCl (bis(2- chloroethyl)amine hydrochloride), C([O-])([O-])=O.[K+].[K+] (potassium carbonate), NC1=C2C=C(NC2=CC=C1)C(=O)OC (Methyl 4-aminoindole-2-carboxylate), Cl.ClCCNCCCl (bis(2-chloroethyl)amine hydrochloride), C([O-])([O-])=O.[K+].[K+] (potassium carbonate). The solvent is CN(C=O)C (dimethylformamide). Reaction conditions: temperature 110 celsius, time 16 hour. Yields the product N1(CCNCC1)C1=C2C=C(NC2=CC=C1)C(=O)OC (Methyl 4-(1-piperazinyl)indole-2-carboxylate). The yield is 37.8%. As a reaction SMILES: [NH2:1][C:2]1[CH:10]=[CH:9][CH:8]=[C:7]2[C:3]=1[CH:4]=[C:5]([C:11]([O:13][CH3:14])=[O:12])[NH:6]2.Cl.Cl[CH2:17][CH2:18][NH:19][CH2:20][CH2:21]Cl.C(=O)([O-])[O-].[K+].[K+]>CN(C)C=O>[N:1]1([C:2]2[CH:10]=[CH:9][CH:8]=[C:7]3[C:3]=2[CH:4]=[C:5]([C:11]([O:13][CH3:14])=[O:12])[NH:6]3)[CH2:21][CH2:20][NH:19][CH2:18][CH2:17]1 |f:1.2,3.4.5|. Reported procedure: A mixture of the product of Example 3 (9.5 g, 0.051 mol), bis(2-chloroethyl)amine hydrochloride (10.6 g, 0.06 mol), and potassium carbonate (8.3 g, 0.06 mol) in anhydrous dimethylformamide (30 ml) was heated at 110° C. under argon. Further addition of bis(2- chloroethyl)amine hydrochloride (5.5 g. 0.031 mol) and potassium carbonate (4.2 g, 0.031 mol) were made after 7 h and 16 h. After another 6 h,the reaction mixture was poured into dilute potassium carbonate solution (400 ml) and extracted wit...